This data is from the Open Reaction Database (ORD), a public repository of structured organic reaction records. The task is: describe an organic reaction: reactants, conditions, products, and yield Reactants: O=C(O)c1cc2c(C=Cc3cccnc3)nn(C(c3ccccc3)(c3ccccc3)c3ccccc3)c2cc1F, NN, O. Yields the product NNC(=O)c1cc2c(C=Cc3cccnc3)nn(C(c3ccccc3)(c3ccccc3)c3ccccc3)c2cc1F. Reaction SMILES: [F:1][c:2]1[c:3]([C:38](=[O:39])[OH:40])[cH:4][c:5]2[c:6]([CH:30]=[CH:31][c:32]3[cH:33][n:34][cH:35][cH:36][cH:37]3)[n:7][n:8]([C:11]([c:12]3[cH:13][cH:14][cH:15][cH:16][cH:17]3)([c:18]3[cH:19][cH:20][cH:21][cH:22][cH:23]3)[c:24]3[cH:25][cH:26][cH:27][cH:28][cH:29]3)[c:9]2[cH:10]1.[NH2:42][NH2:43].[OH2:41]>>[F:1][c:2]1[c:3]([C:38](=[O:39])[NH:42][NH2:43])[cH:4][c:5]2[c:6]([CH:30]=[CH:31][c:32]3[cH:33][n:34][cH:35][cH:36][cH:37]3)[n:7][n:8]([C:11]([c:12]3[cH:13][cH:14][cH:15][cH:16][cH:17]3)([c:18]3[cH:19][cH:20][cH:21][cH:22][cH:23]3)[c:24]3[cH:25][cH:26][cH:27][cH:28][cH:29]3)[c:9]2[cH:10]1.